From a dataset of the Open Reaction Database (ORD), a public repository of structured organic reaction records. describe an organic reaction: reactants, conditions, products, and yield Starting materials: N1C=NC=C1 (imidazole), BrC=1C=C(C=O)C=CC1OC (3-bromo-4-methoxybenzaldehyde), O.N (ammonia water). The reagents and catalysts are [Cu] (copper). Solvent: C(C)(=O)OCC (ethyl acetate). Reaction conditions: temperature 100 celsius, time 3 day. Product: N1(C=NC=C1)C1=C(C=O)C=CC(=C1)OC (1H-imidazol-1-yl-4-methoxybenzaldehyde). The yield is 11.4%. As a reaction SMILES: [NH:1]1[CH:5]=[CH:4][N:3]=[CH:2]1.Br[C:7]1[CH:8]=[C:9]([CH:12]=[CH:13][C:14]=1[O:15][CH3:16])[CH:10]=[O:11].O.N>[Cu].C(OCC)(=O)C>[N:1]1([C:12]2[CH:13]=[C:14]([O:15][CH3:16])[CH:7]=[CH:8][C:9]=2[CH:10]=[O:11])[CH:5]=[CH:4][N:3]=[CH:2]1 |f:2.3|. Reported procedure: To an aqueous solution (15 mL) of imidazole (5.69 g), 3-bromo-4-methoxybenzaldehyde (3.00 g) and copper powder (86 mg) were added, and the reaction solution was agitated for three days at 100° C. under nitrogen atmosphere. A concentrated ammonia water and ethyl acetate were added to the reaction mixture, and the organic layer was partitioned. The organic layer was washed with a saturated saline solution, dried over anhydrous magnesium sulfate, and concentrated under reduced pressure. The residue... Reactants: C(C)(=O)N1N=C(C(=C1C)CC1=CC=C(C=C1)SCC)O[C@H]1[C@H](O)[C@@H](O)[C@H](O)[C@H](O1)CO (1-acetyl-4-[(4-ethylthiophenyl)methyl]-3-(β-D-glucopyranosyloxy)-5-methylpyrazole), ClC(=O)OCC (ethyl chloroformate), C(CC(O)(C(=O)O)CC(=O)O)(=O)O (citric acid). The solvent is CC1=NC(=CC(=C1)C)C (2,4,6-trimethylpyridine). Reaction conditions: time 8 hour. The product is C(C)(=O)N1N=C(C(=C1C)CC1=CC=C(C=C1)SCC)O[C@H]1[C@H](O)[C@@H](O)[C@H](O)[C@H](O1)COC(=O)OCC (1-acetyl-3-(6-O-ethoxycarbonyl-β-D-glucopyranosyloxy)-4-[(4-ethylthiophenyl)methyl]-5-methylpyrazole). RXN SMILES: [C:1]([N:4]1[C:8]([CH3:9])=[C:7]([CH2:10][C:11]2[CH:16]=[CH:15][C:14]([S:17][CH2:18][CH3:19])=[CH:13][CH:12]=2)[C:6]([O:20][C@@H:21]2[O:29][C@H:28]([CH2:30][OH:31])[C@@H:26]([OH:27])[C@H:24]([OH:25])[C@H:22]2[OH:23])=[N:5]1)(=[O:3])[CH3:2].Cl[C:33]([O:35][CH2:36][CH3:37])=[O:34].C(O)(=O)CC(CC(O)=O)(C(O)=O)O>CC1C=C(C)C=C(C)N=1>[C:1]([N:4]1[C:8]([CH3:9])=[C:7]([CH2:10][C:11]2[CH:16]=[CH:15][C:14]([S:17][CH2:18][CH3:19])=[CH:13][CH:12]=2)[C:6]([O:20][C@@H:21]2[O:29][C@H:28]([CH2:30][O:31][C:33]([O:35][CH2:36][CH3:37])=[O:34])[C@@H:26]([OH:27])[C@H:24]([OH:25])[C@H:22]2[OH:23])=[N:5]1)(=[O:3])[CH3:2]. Procedure: To a solution of 1-acetyl-4-[(4-ethylthiophenyl)methyl]-3-(β-D-glucopyranosyloxy)-5-methylpyrazole (0.03 g) in 2,4,6-trimethylpyridine (0.5 mL) was added ethyl chloroformate (0.012 mL), and the mixture was stirred at room temperature overnight. To the reaction mixture was added 10% aqueous citric acid solution (5 mL), and the resulting mixture was stirred at room temperature overnight. The resulting precipitatse were collected by filtration and washed with 10% aqueous citric acid solution and wa... Reactants: CC(C)NCc1ccccc1, O=C(Cl)C(=O)Cl, ClCCl, Cc1nc(N2CCOCC2)nc(-c2ccccc2F)c1C(=O)O, CN(C)C=O. Yields the product Cc1nc(N2CCOCC2)nc(-c2ccccc2F)c1C(=O)N(Cc1ccccc1)C(C)C. RXN SMILES: [CH2:30]([c:31]1[cH:32][cH:33][cH:34][cH:35][cH:36]1)[NH:37][CH:38]([CH3:39])[CH3:40].[Cl:1][C:2]([C:3]([Cl:4])=[O:5])=[O:6].[Cl:41][CH2:42][Cl:43].[F:7][c:8]1[c:9](-[c:14]2[n:15][c:16]([N:24]3[CH2:25][CH2:26][O:27][CH2:28][CH2:29]3)[n:17][c:18]([CH3:23])[c:19]2[C:20](=[O:21])[OH:22])[cH:10][cH:11][cH:12][cH:13]1.[O:44]=[CH:45][N:46]([CH3:47])[CH3:48]>>[F:7][c:8]1[c:9](-[c:14]2[n:15][c:16]([N:24]3[CH2:25][CH2:26][O:27][CH2:28][CH2:29]3)[n:17][c:18]([CH3:23])[c:19]2[C:20](=[O:21])[N:37]([CH2:30][c:31]2[cH:32][cH:33][cH:34][cH:35][cH:36]2)[CH:38]([CH3:39])[CH3:40])[cH:10][cH:11][cH:12][cH:13]1. Starting materials: CC[SiH](CC)CC, CCSOC(=O)C1CCCN1C(=O)OC(C)(C)C, CC(C)=O. The product is CC(C)(C)OC(=O)N1CCCC1C=O. Reaction SMILES: [CH2:19]([SiH:20]([CH2:21][CH3:22])[CH2:23][CH3:24])[CH3:25].[CH2:1]([S:2][O:4][C:5](=[O:3])[CH:6]1[N:7]([C:11](=[O:12])[O:13][C:14]([CH3:15])([CH3:16])[CH3:17])[CH2:8][CH2:9][CH2:10]1)[CH3:18].[CH3:26][C:27](=[O:28])[CH3:29]>>[O:4]=[CH:5][CH:6]1[N:7]([C:11](=[O:12])[O:13][C:14]([CH3:15])([CH3:16])[CH3:17])[CH2:8][CH2:9][CH2:10]1. The reactants are CO, CC(C)(C)OC(=O)N(CCc1ccc(O)c2c1OCC(=O)N2)CCN(C(=O)CCOCCc1cccc(CN2CCC3(CC2)CN(C(=O)C(F)(F)F)CCO3)c1)C1CCCCC1, N. As a reaction SMILES: [CH3:64][OH:65].[CH:1]1([N:7]([C:8]([CH2:9][CH2:10][O:11][CH2:12][CH2:13][c:14]2[cH:15][c:16]([CH2:20][N:21]3[CH2:22][CH2:23][C:24]4([CH2:25][N:26]([C:30](=[O:31])[C:32]([F:33])([F:34])[F:35])[CH2:27][CH2:28][O:29]4)[CH2:36][CH2:37]3)[cH:17][cH:18][cH:19]2)=[O:38])[CH2:39][CH2:40][N:41]([C:42]([O:43][C:44]([CH3:45])([CH3:46])[CH3:47])=[O:48])[CH2:49][CH2:50][c:51]2[cH:52][cH:53][c:54]([OH:62])[c:55]3[c:56]2[O:57][CH2:58][C:59](=[O:61])[NH:60]3)[CH2:2][CH2:3][CH2:4][CH2:5][CH2:6]1.[NH3:63]>>[CH:1]1([N:7]([C:8]([CH2:9][CH2:10][O:11][CH2:12][CH2:13][c:14]2[cH:15][c:16]([CH2:20][N:21]3[CH2:22][CH2:23][C:24]4([CH2:25][NH:26][CH2:27][CH2:28][O:29]4)[CH2:36][CH2:37]3)[cH:17][cH:18][cH:19]2)=[O:38])[CH2:39][CH2:40][N:41]([C:42]([O:43][C:44]([CH3:45])([CH3:46])[CH3:47])=[O:48])[CH2:49][CH2:50][c:51]2[cH:52][cH:53][c:54]([OH:62])[c:55]3[c:56]2[O:57][CH2:58][C:59](=[O:61])[NH:60]3)[CH2:2][CH2:3][CH2:4][CH2:5][CH2:6]1. Yields the product CC(C)(C)OC(=O)N(CCc1ccc(O)c2c1OCC(=O)N2)CCN(C(=O)CCOCCc1cccc(CN2CCC3(CC2)CNCCO3)c1)C1CCCCC1. Reactants: O (water), N1CCCC1 (pyrrolidine), O.C1(=CC=C(C=C1)S(=O)(=O)O)C (p-toluenesulfonic acid hydrate), C(C)(=O)N1CCC(CC1)=O (N-Acetyl-4-piperidinone). Run in C1(=CC=CC=C1)C (toluene). Yields the product N1(CCCC1)C1=CCN(CC1)C(C)=O (1-(4-(pyrrolidin-1-yl)-5,6-dihydropyridin-1(2H)-yl)ethanone). As a reaction SMILES: [C:1]([N:4]1[CH2:9][CH2:8][C:7](=O)[CH2:6][CH2:5]1)(=[O:3])[CH3:2].[NH:11]1[CH2:15][CH2:14][CH2:13][CH2:12]1.O.C1(C)C=CC(S(O)(=O)=O)=CC=1.O>C1(C)C=CC=CC=1>[N:11]1([C:7]2[CH2:8][CH2:9][N:4]([C:1](=[O:3])[CH3:2])[CH2:5][CH:6]=2)[CH2:15][CH2:14][CH2:13][CH2:12]1 |f:2.3|. Reported procedure: N-Acetyl-4-piperidinone (1.3 g, 9.2 mmol) was dissolved in toluene (10 ml), and pyrrolidine (0.72 g, 10.13 mmol) and p-toluenesulfonic acid hydrate (catalytic) were added. The reaction mixture was refluxed under an inert gas for 2 hours using a water separator, cooled slowly under an inert gas and concentrated in vacuo and the residue was dried. The crude product was employed immediately without purification. The yield was 1.87 g (>99%).